From a dataset of the Open Reaction Database (ORD), a public repository of structured organic reaction records. describe an organic reaction: reactants, conditions, products, and yield Reactants: CO, COC(=O)CCl, [K+], Nc1nnn[nH]1, [OH-]. Yields the product COC(=O)Cn1nnc(N)n1. RXN SMILES: [CH3:15][OH:16].[Cl:7][CH2:8][C:9](=[O:10])[O:11][CH3:12].[K+:14].[NH2:1][c:2]1[n:3][n:4][n:5][nH:6]1.[OH-:13]>>[NH2:1][c:2]1[n:3][n:4]([CH2:8][C:9](=[O:10])[O:11][CH3:12])[n:5][n:6]1. The reactants are [Si](C)(C)(C(C)(C)C)OCC[C@@H]1CN(C(CO1)=O)C1=CC(=C(C=C1)Cl)Cl (2-[(2 R)-(3,4-dichlorophenyl)-5-oxomorpholin-2-yl]ethanol t-butyldimethylsilyl ether). Solvent: O1CCCC1 (tetrahydrofuran). Conditions: time 2 hour. Yields the product ClC=1C=C(C=CC1Cl)N1C[C@H](OCC1)CCO (2-[(2 R)-(3,4-Dichlorophenyl)morpholin-2-yl]ethanol). Isolated yield 91.2%. Reaction SMILES: [Si]([O:8][CH2:9][CH2:10][C@H:11]1[O:16][CH2:15][C:14](=O)[N:13]([C:18]2[CH:23]=[CH:22][C:21]([Cl:24])=[C:20]([Cl:25])[CH:19]=2)[CH2:12]1)(C(C)(C)C)(C)C>O1CCCC1>[Cl:25][C:20]1[CH:19]=[C:18]([N:13]2[CH2:14][CH2:15][O:16][C@H:11]([CH2:10][CH2:9][OH:8])[CH2:12]2)[CH:23]=[CH:22][C:21]=1[Cl:24]. Reported procedure: 580 mg (1.43 mmole) of 2-[(2 R)-(3,4-dichlorophenyl)-5-oxomorpholin-2-yl]ethanol t-butyldimethylsilyl ether [prepared as described in step (b) above] were dissolved in 6 ml of anhydrous tetrahydrofuran. The solution was then heated under reflux under a stream of nitrogen and 0.60 ml (6.0 mmole) of a 10 M borane-dimethyl sulfide complex was added dropwise. The mixture was then stirred for 2 hours. At the end of this time, the solvent was removed by distillation under reduced pressure, and 5 ml of...